Dataset: the Open Reaction Database (ORD), a public repository of structured organic reaction records. Task: describe an organic reaction: reactants, conditions, products, and yield Reactants: CC(CCNC1=C(C=C(C#N)C=C1)[N+](=O)[O-])C (4-(3-methyl-butylamino)-3-nitro-benzonitrile), NCCCO (3-amino-propan-1-ol). Product: OCCCNC1=C(C=C(C#N)C=C1)[N+](=O)[O-] (4-(3-Hydroxy-propylamino)-3-nitro-benzonitrile). RXN SMILES: C[CH:2](C)[CH2:3][CH2:4][NH:5][C:6]1[CH:13]=[CH:12][C:9]([C:10]#[N:11])=[CH:8][C:7]=1[N+:14]([O-:16])=[O:15].NCCC[OH:22]>>[OH:22][CH2:2][CH2:3][CH2:4][NH:5][C:6]1[CH:13]=[CH:12][C:9]([C:10]#[N:11])=[CH:8][C:7]=1[N+:14]([O-:16])=[O:15]. Procedure details: 4-(3-Hydroxy-propylamino)-3-nitro-benzonitrile was prepared as described for 4-(3-methyl-butylamino)-3-nitro-benzonitrile using 3-amino-propan-1-ol. Starting materials: ClC=1C=C(C(=C)C)C=CC1Cl (3,4-dichloro-α-methylstyrene), [H][H] (hydrogen). Reagents/catalysts: [Pt]=O (platinum oxide). Solvent: C(C)O (ethanol). Yields the product ClC=1C=C(C=CC1Cl)C(C)C (3,4-dichlorocumene). Yield: 89.2%. Reaction SMILES: [Cl:1][C:2]1[CH:3]=[C:4]([CH:8]=[CH:9][C:10]=1[Cl:11])[C:5]([CH3:7])=[CH2:6].[H][H]>[Pt]=O.C(O)C>[Cl:1][C:2]1[CH:3]=[C:4]([CH:5]([CH3:7])[CH3:6])[CH:8]=[CH:9][C:10]=1[Cl:11]. Procedure details: 3,4-dichloro-α-methylstyrene (21.9 g, 118 mmole), approximately 100 mg platinum oxide, and 125 ml absolute ethanol were shaken on a Paar Hydrogenator for four hours, at an initial hydrogen pressure of 50 psi. The material was then filtered through celite, and the solvent removed by distillation at atmospheric pressure. The resulting residual material was distilled at reduced pressure to produce 19.9 g (95% yield) of 3,4-dichlorocumene, bp 123°-126° C. Starting materials: NC1=C(CC(CC1)C)C(=O)OCC (ethyl 2-amino-5-methyl-cyclohex-1-ene-1-carboxylate), C(CC(=O)OCC)(=O)OCC (diethyl malonate). Product: C(=O)(OCC)C=1C(NC=2CCC(CC2C1O)C)=O (3-Carboethoxy-4-hydroxy-6-methyl-5,6,7,8-tetrahydrocarbostyril). Reaction SMILES: [NH2:1][C:2]1[CH2:7][CH2:6][CH:5]([CH3:8])[CH2:4][C:3]=1[C:9]([O:11]CC)=O.[C:14](OCC)(=[O:21])[CH2:15][C:16]([O:18][CH2:19][CH3:20])=[O:17]>>[C:16]([C:15]1[C:14](=[O:21])[NH:1][C:2]2[CH2:7][CH2:6][CH:5]([CH3:8])[CH2:4][C:3]=2[C:9]=1[OH:11])([O:18][CH2:19][CH3:20])=[O:17]. Procedure details: Condensation of ethyl 2-amino-5-methyl-cyclohex-1-ene-1-carboxylate (37 g; 0.202 mole) with diethyl malonate (32.4 g; 0.202 mole) at 110° C as described in Example 1 gave the title compound; m.p. (EtOH) 214°-216° C. Reactants: C(C)(C)(C)OC(=O)N1CCC(CC1)OC1=CC=C(NCC2=CC=C3C=CC(=CC3=C2)C#N)C=C1 (7-[[4-[(1-t-butoxycarbonyl-4-piperidyl)oxy]anilino]methyl]-2-naphthalenecarbonitrile), FC1=C(C(=O)Cl)C(=CC=C1)F (2,6-difluorobenzoyl chloride). Product: C(C)(C)(C)OC(=O)N1CCC(CC1)OC1=CC=C(C=C1)N(C(C1=C(C=CC=C1F)F)=O)CC1=CC2=CC(=CC=C2C=C1)C#N (N-[4-[(1-t-Butoxycarbonyl-4-piperidyl)oxy]phenyl]-N-[(7-cyano-2-naphthyl)methyl]-2,6-difluorobenzamide). Reaction SMILES: [C:1]([O:5][C:6]([N:8]1[CH2:13][CH2:12][CH:11]([O:14][C:15]2[CH:34]=[CH:33][C:18]([NH:19][CH2:20][C:21]3[CH:30]=[C:29]4[C:24]([CH:25]=[CH:26][C:27]([C:31]#[N:32])=[CH:28]4)=[CH:23][CH:22]=3)=[CH:17][CH:16]=2)[CH2:10][CH2:9]1)=[O:7])([CH3:4])([CH3:3])[CH3:2].[F:35][C:36]1[CH:44]=[CH:43][CH:42]=[C:41]([F:45])[C:37]=1[C:38](Cl)=[O:39]>>[C:1]([O:5][C:6]([N:8]1[CH2:13][CH2:12][CH:11]([O:14][C:15]2[CH:16]=[CH:17][C:18]([N:19]([CH2:20][C:21]3[CH:22]=[CH:23][C:24]4[C:29](=[CH:28][C:27]([C:31]#[N:32])=[CH:26][CH:25]=4)[CH:30]=3)[C:38](=[O:39])[C:37]3[C:36]([F:35])=[CH:44][CH:43]=[CH:42][C:41]=3[F:45])=[CH:33][CH:34]=2)[CH2:10][CH2:9]1)=[O:7])([CH3:4])([CH3:2])[CH3:3]. Reported procedure: Starting compound: 7-[[4-[(1-t-butoxycarbonyl-4-piperidyl)oxy]anilino]methyl]-2-naphthalenecarbonitrile, 2,6-difluorobenzoyl chloride. Reactants: O=C([O-])O, C1CCOC1, COc1ccc(CNc2ccc(C#N)cc2[N+](=O)[O-])c(OC)c1, CO, CCOC(C)=O, [Cl-], [Na+], [Na+], O. The product is COc1ccc(CNc2ccc(C#N)cc2N)c(OC)c1. Reaction SMILES: [C:24](=[O:25])([OH:26])[O-:27].[CH2:33]1[O:34][CH2:35][CH2:36][CH2:37]1.[CH3:1][O:2][c:3]1[c:4]([CH2:5][NH:6][c:7]2[c:8]([N+:15]([O-:16])=[O:17])[cH:9][c:10]([C:11]#[N:12])[cH:13][cH:14]2)[cH:18][cH:19][c:20]([O:22][CH3:23])[cH:21]1.[CH3:29][OH:30].[CH3:39][CH2:40][O:41][C:42]([CH3:43])=[O:44].[Cl-:31].[Na+:28].[Na+:32].[OH2:38]>>[CH3:1][O:2][c:3]1[c:4]([CH2:5][NH:6][c:7]2[c:8]([NH2:15])[cH:9][c:10]([C:11]#[N:12])[cH:13][cH:14]2)[cH:18][cH:19][c:20]([O:22][CH3:23])[cH:21]1. Starting materials: II (iodine), CC=1N(C(=CC1)C)C1=NN(C=C1)C1=CC=CC=C1 (3-(2,5-dimethylpyrrol-1-yl)-1-phenyl-1H-pyrazole), C(CCC)[Li] (n-butyllithium), S(=O)(O)[O-].[Na+] (sodium hydrogen sulfite). The solvent is O (water), O1CCCC1 (tetrahydrofuran), O (water), O1CCCC1 (tetrahydrofuran). Conditions: time 1 hour. Yields the product CC=1N(C(=CC1)C)C1=NN(C(=C1)I)C1=CC=CC=C1 (3-(2,5-Dimethylpyrrol-1-yl)-5-iodo-1-phenyl-1H-pyrazole). Yield: 58.2%. As a reaction SMILES: [CH3:1][C:2]1[N:3]([C:8]2[CH:12]=[CH:11][N:10]([C:13]3[CH:18]=[CH:17][CH:16]=[CH:15][CH:14]=3)[N:9]=2)[C:4]([CH3:7])=[CH:5][CH:6]=1.C([Li])CCC.[I:24]I.S([O-])(O)=O.[Na+]>O1CCCC1.O>[CH3:7][C:4]1[N:3]([C:8]2[CH:12]=[C:11]([I:24])[N:10]([C:13]3[CH:18]=[CH:17][CH:16]=[CH:15][CH:14]=3)[N:9]=2)[C:2]([CH3:1])=[CH:6][CH:5]=1 |f:3.4|. Reported procedure: To a solution of 3-(2,5-dimethylpyrrol-1-yl)-1-phenyl-1H-pyrazole (14.6 g) in tetrahydrofuran (80 ml) cooled to −78° C. was added n-butyllithium (1.6M solution in n-hexane, 24 ml) over 5 minutes, and then the mixture was stirred for 1 hour. To this mixture was added a solution of iodine (15.7 g) in tetrahydrofuran (30 ml) over 10 minutes, and the mixture was stirred for additional 1.5 hours. To this mixture were sequentially added water (5 ml) and a saturated aqueous solution of sodium hydrogen ... Reactants: OC1=CC2=C(SC3=C1C=C(C=C3)F)C=C(C=C2)C(=O)O (10-Hydroxy-8-fluoro-dibenzo[b,f]thiepin-3-carboxylic acid), [N+](=[N-])=C (diazomethane). Solvent: CO (methanol), CCOCC (ether). Yields the product COC(=O)C=1C=CC2=C(SC3=C(C(=C2)O)C=C(C=C3)F)C1 (10-Hydroxy-8-fluoro-dibenzo[b,f]thiepin-3-carboxylic acid methyl ester). Isolated yield 78.0%. As a reaction SMILES: [OH:1][C:2]1[C:8]2[CH:9]=[C:10]([F:13])[CH:11]=[CH:12][C:7]=2[S:6][C:5]2[CH:14]=[C:15]([C:18]([OH:20])=[O:19])[CH:16]=[CH:17][C:4]=2[CH:3]=1.[N+](=[CH2:23])=[N-]>CO.CCOCC>[CH3:23][O:19][C:18]([C:15]1[CH:16]=[CH:17][C:4]2[CH:3]=[C:2]([OH:1])[C:8]3[CH:9]=[C:10]([F:13])[CH:11]=[CH:12][C:7]=3[S:6][C:5]=2[CH:14]=1)=[O:20]. Procedure details: 10-Hydroxy-8-fluoro-dibenzo[b,f]thiepin-3-carboxylic acid (4 g; 13.8 mmoles) dissolved in methanol (100 mL) and treated with excess diazomethane in ether. The volatiles removed under vacuum and the residue, taken up in chloroform, is purified by chromatography in Silica Gel. Elution with 20% ethyl acetate in toluene yielded 3.26 g (78%) of the title compound, m.p. 85°-88° C. Reactants: ClC=1C=C(C(=O)OO)C=CC1 (3-Chloroperoxybenzoic acid), N1=CC=C(C=C1)CNC1=C(C(=O)NC2=CC(=CC=C2)C(F)(F)F)C=CC=C1 (2-[(4-pyridyl)methyl]amino-N-[3-(trifluoromethyl)phenyl]benzamide). The solvent is ClCCl (dichloromethane), ClCCl (dichloromethane). Reaction conditions: time 15 hour. Product: [O-][N+]1=CC=C(C=C1)CNC1=C(C(=O)NC2=CC(=CC=C2)C(F)(F)F)C=CC=C1 (2-[(1-Oxido-4-pyridyl)methyl]amino-N-[3-(trifluoromethyl)phenyl]benzamide). Reaction SMILES: ClC1C=C(C=CC=1)C(OO)=[O:6].[N:12]1[CH:17]=[CH:16][C:15]([CH2:18][NH:19][C:20]2[CH:38]=[CH:37][CH:36]=[CH:35][C:21]=2[C:22]([NH:24][C:25]2[CH:30]=[CH:29][CH:28]=[C:27]([C:31]([F:34])([F:33])[F:32])[CH:26]=2)=[O:23])=[CH:14][CH:13]=1>ClCCl>[O-:6][N+:12]1[CH:17]=[CH:16][C:15]([CH2:18][NH:19][C:20]2[CH:38]=[CH:37][CH:36]=[CH:35][C:21]=2[C:22]([NH:24][C:25]2[CH:30]=[CH:29][CH:28]=[C:27]([C:31]([F:32])([F:33])[F:34])[CH:26]=2)=[O:23])=[CH:14][CH:13]=1. Reported procedure: 3-Chloroperoxybenzoic acid (2.06 g of 70%, 8.4 mmol) is added to a stirred mixture of 2-[(4-pyridyl)methyl]amino-N-[3-(trifluoromethyl)phenyl]benzamide (Example 14; 1.86 g, 5 mmol) in dichloromethane (50 mL) at 0° C. The resulting mixture is then stirred at room temperature for 15 hours. The mixture is diluted with dichloromethane (100 mL) and washed sequentially with aqueous sodium hydroxide (2×100 mL) and aqueous sodium thiosulphate (2×50 mL of 10%). The organic phase is dried (Na2SO4), filter... Starting materials: [H-].[Na+] (Sodium hydride), FC1=CC2=C(C(OC(N2)=O)=O)C=C1 (7-fluoro-1H-3,1-benzoxazine-2,4-dione), BrCC(=O)OCC (Ethyl bromoacetate). Conditions: time 18 hour. Yields the product FC=1C=C(C(C(=O)O)=CC1)NCC(=O)OCC (4-fluoro-N-(ethoxycarbonylmethyl)- anthranilic acid). RXN SMILES: [H-].[Na+].[F:3][C:4]1[CH:15]=[CH:14][C:7]2[C:8](=[O:13])[O:9][C:10](=O)[NH:11][C:6]=2[CH:5]=1.BrC[C:18]([O:20][CH2:21][CH3:22])=[O:19]>>[F:3][C:4]1[CH:5]=[C:6]([NH:11][CH2:10][C:18]([O:20][CH2:21][CH3:22])=[O:19])[C:7](=[CH:14][CH:15]=1)[C:8]([OH:9])=[O:13] |f:0.1|. Procedure: Sodium hydride (80% in oil; 1.2 g) was added slowly to a stirred suspension of 7-fluoro-1H-3,1-benzoxazine-2,4-dione (7 g). Effervescence occurred and a clear solution was produced. Ethyl bromoacetate (4.5 ml) was added and the mixture was stirred at room temperature for 18 hours. The solvent was evaporated and the residue was diluted with water. The solid (9.5 g) was filtered off and washed with water and hexane and dried. This solid (5.4 g) was added to a solution of sodium carbonate (5.3 g) i... Reaction conditions: temperature 0 celsius, time 1 hour. Product: CN1CC2=C(N(C=3C=CC(=CC23)C)\C=C(\CC)/C2=CC=NC=C2)CC1 ((Z)-2,8-dimethyl-5-(2-(pyridin-4-yl)but-1-enyl)-2,3,4,5-tetrahydro-1H-pyrido[4,3-b]indole). Procedure details: 1-(1,2,3,4-Tetrahydro-2,8-dimethylpyrido[4,3-b]indol-5-yl)-2-(pyridin-4-yl)butan-2-ol (0.5 g, 1.43 mmol) was dissolved in dry DCM (15 mL) and a drop of DMF was added. The solution was cooled to 0° C. and thionyl chloride (0.5 g, 4.29 mmol) diluted with dry DCM (2 mL) was added dropwise. Stirring was continued for 1 h at 0° C. and then at RT for 2 h. The solution was basified with saturated aqueous sodium bicarbonate and extracted with EtOAc (3×50 mL). The organic layer was dried over anhydrous s... Run in C(Cl)Cl (DCM), C(Cl)Cl (DCM). As a reaction SMILES: [CH3:1][N:2]1[CH2:26][CH2:25][C:5]2[N:6]([CH2:14][C:15]([C:19]3[CH:24]=[CH:23][N:22]=[CH:21][CH:20]=3)(O)[CH2:16][CH3:17])[C:7]3[CH:8]=[CH:9][C:10]([CH3:13])=[CH:11][C:12]=3[C:4]=2[CH2:3]1.CN(C=O)C.S(Cl)(Cl)=O.C(=O)(O)[O-].[Na+]>C(Cl)Cl>[CH3:1][N:2]1[CH2:26][CH2:25][C:5]2[N:6](/[CH:14]=[C:15](\[C:19]3[CH:20]=[CH:21][N:22]=[CH:23][CH:24]=3)/[CH2:16][CH3:17])[C:7]3[CH:8]=[CH:9][C:10]([CH3:13])=[CH:11][C:12]=3[C:4]=2[CH2:3]1 |f:3.4|. Starting materials: S(=O)(Cl)Cl (thionyl chloride), C([O-])(O)=O.[Na+] (sodium bicarbonate), CN1CC2=C(N(C=3C=CC(=CC23)C)CC(CC)(O)C2=CC=NC=C2)CC1 (1-(1,2,3,4-Tetrahydro-2,8-dimethylpyrido[4,3-b]indol-5-yl)-2-(pyridin-4-yl)butan-2-ol), CN(C)C=O (DMF).